Dataset: the Open Reaction Database (ORD), a public repository of structured organic reaction records. Task: describe an organic reaction: reactants, conditions, products, and yield Reactants: O=C([O-])O, COc1ccc(B(O)O)cc1OC, CCO, CC#N, Cl[Pd-2](Cl)([PH](c1ccccc1)(c1ccccc1)c1ccccc1)[PH](c1ccccc1)(c1ccccc1)c1ccccc1, ClCCl, In1ccc2c1N=C(c1ccccc1)CN2, [Na+], [Na+], [Na+], O=C([O-])[O-]. The product is COc1ccc(-n2ccc3c2N=C(c2ccccc2)CN3)cc1OC. Reaction SMILES: [C:36](=[O:37])([OH:38])[O-:39].[CH3:17][O:18][c:19]1[cH:20][c:21]([B:27]([OH:28])[OH:29])[cH:22][cH:23][c:24]1[O:25][CH3:26].[CH3:82][CH2:83][OH:84].[CH3:88][C:89]#[N:90].[Cl:41][Pd-2:42]([Cl:43])([PH:44]([c:45]1[cH:46][cH:47][cH:48][cH:49][cH:50]1)([c:51]1[cH:52][cH:53][cH:54][cH:55][cH:56]1)[c:57]1[cH:58][cH:59][cH:60][cH:61][cH:62]1)[PH:63]([c:64]1[cH:65][cH:66][cH:67][cH:68][cH:69]1)([c:70]1[cH:71][cH:72][cH:73][cH:74][cH:75]1)[c:76]1[cH:77][cH:78][cH:79][cH:80][cH:81]1.[Cl:85][CH2:86][Cl:87].[I:1][n:2]1[cH:3][cH:4][c:5]2[c:6]1[N:7]=[C:8]([c:11]1[cH:12][cH:13][cH:14][cH:15][cH:16]1)[CH2:9][NH:10]2.[Na+:30].[Na+:31].[Na+:40].[O-:32][C:33](=[O:34])[O-:35]>>[n:2]1(-[c:21]2[cH:20][c:19]([O:18][CH3:17])[c:24]([O:25][CH3:26])[cH:23][cH:22]2)[cH:3][cH:4][c:5]2[c:6]1[N:7]=[C:8]([c:11]1[cH:12][cH:13][cH:14][cH:15][cH:16]1)[CH2:9][NH:10]2. Starting materials: CC(C)c1ccc(CCO)cc1, Fc1cccc2c(Cl)ccnc12, [H-], [Na+], CN(C)C=O, O. Product: CC(C)c1ccc(CCOc2ccnc3c(F)cccc23)cc1. As a reaction SMILES: [CH3:15][CH:16]([CH3:17])[c:18]1[cH:19][cH:20][c:21]([CH2:24][CH2:25][OH:26])[cH:22][cH:23]1.[Cl:3][c:4]1[cH:5][cH:6][n:7][c:8]2[c:9]([F:14])[cH:10][cH:11][cH:12][c:13]12.[H-:1].[Na+:2].[O:27]=[CH:28][N:29]([CH3:30])[CH3:31].[OH2:32]>>[c:4]1([O:26][CH2:25][CH2:24][c:21]2[cH:20][cH:19][c:18]([CH:16]([CH3:15])[CH3:17])[cH:23][cH:22]2)[cH:5][cH:6][n:7][c:8]2[c:9]([F:14])[cH:10][cH:11][cH:12][c:13]12.